Dataset: the Open Reaction Database (ORD), a public repository of structured organic reaction records. Task: describe an organic reaction: reactants, conditions, products, and yield Starting materials: CN(C)CCNc1nccc2c(Br)cccc12, C1COCCO1, ClCCl, [K+], [K+], O=C([O-])[O-], O, Cc1c(C(=O)Nc2ccc(B3OC(C)(C)C(C)(C)O3)cc2)c(=O)n(-c2ccccc2)n1CC(C)(C)O. The product is Cc1c(C(=O)Nc2ccc(-c3cccc4c(NCCN(C)C)nccc34)cc2)c(=O)n(-c2ccccc2)n1CC(C)(C)O. RXN SMILES: [Br:1][c:2]1[c:3]2[cH:4][cH:5][n:6][c:7]([NH:12][CH2:13][CH2:14][N:15]([CH3:16])[CH3:17])[c:8]2[cH:9][cH:10][cH:11]1.[CH2:54]1[O:55][CH2:56][CH2:57][O:58][CH2:59]1.[Cl:66][CH2:67][Cl:68].[K+:60].[K+:61].[O-:62][C:63]([O-:64])=[O:65].[OH2:69].[OH:18][C:19]([CH2:20][n:21]1[n:22](-[c:46]2[cH:47][cH:48][cH:49][cH:50][cH:51]2)[c:23](=[O:45])[c:24]([C:27](=[O:28])[NH:29][c:30]2[cH:31][cH:32][c:33]([B:36]3[O:37][C:38]([CH3:39])([CH3:40])[C:41]([CH3:42])([CH3:43])[O:44]3)[cH:34][cH:35]2)[c:25]1[CH3:26])([CH3:52])[CH3:53]>>[c:2]1(-[c:33]2[cH:32][cH:31][c:30]([NH:29][C:27]([c:24]3[c:23](=[O:45])[n:22](-[c:46]4[cH:47][cH:48][cH:49][cH:50][cH:51]4)[n:21]([CH2:20][C:19]([OH:18])([CH3:52])[CH3:53])[c:25]3[CH3:26])=[O:28])[cH:35][cH:34]2)[c:3]2[cH:4][cH:5][n:6][c:7]([NH:12][CH2:13][CH2:14][N:15]([CH3:16])[CH3:17])[c:8]2[cH:9][cH:10][cH:11]1. Reactants: C(C)(C)C1C(NCC(N1)=O)=O (3-isopropyl-piperazine-2,5-dione), [H-].[Al+3].[Li+].[H-].[H-].[H-] (lithium aluminium hydride). Run in C1CCOC1 (THF). Run at temperature 0 celsius, time 0.5 hour. Yields the product C(C)(C)C1NCCNC1 (2-isopropyl-piperazine). As a reaction SMILES: [CH:1]([CH:4]1[NH:9][C:8](=O)[CH2:7][NH:6][C:5]1=O)([CH3:3])[CH3:2].[H-].[Al+3].[Li+].[H-].[H-].[H-]>C1COCC1>[CH:1]([CH:4]1[CH2:5][NH:6][CH2:7][CH2:8][NH:9]1)([CH3:3])[CH3:2] |f:1.2.3.4.5.6|. Procedure: 2 g of 3-isopropyl-piperazine-2,5-dione could be suspended in anhydrous THF under nitrogen and cooled in an ice-bath. 4 equiv. of lithium aluminium hydride could be added. The reaction could be stirred at 0° C. for 0.5 h, then heated to reflux overnight. The reaction could be quenched by the subsequent addition of 1 mL/gLiAlH4 of water, 1 mL/gLiAlH4 of 5% aqueous sodium hydroxide solution and 3 mL/gLiAlH4 of water. The resulting solid could be separated by filtration through Celite and rinsed wi... Yields the product COC1=CC=C(C=C1)S(=O)(=O)C1=CC=CC(=N1)C1=CC2=C(N=C(S2)NC(C)=O)C=C1 (N-(6-(6-(4-Methoxyphenylsulfonyl)pyridin-2-yl)benzo[d]thiazol-2-yl)acetamide). The reactants are CC1(OB(OC1(C)C)C1=CC2=C(N=C(S2)NC(C)=O)C=C1)C (N-(6-(4,4,5,5-tetramethyl-1,3,2-dioxaborolan-2-yl)benzo[d]thiazol-2-yl)acetamide), C([O-])([O-])=O.[Na+].[Na+] (sodium carbonate), ClC1=NC(=CC=C1)S(=O)(=O)C1=CC=C(C=C1)OC (2-Chloro-6-(4-methoxyphenylsulfonyl)pyridine). The solvent is CS(=O)C (DMSO), O1CCOCC1 (1,4-dioxane). As a reaction SMILES: Cl[C:2]1[CH:7]=[CH:6][CH:5]=[C:4]([S:8]([C:11]2[CH:16]=[CH:15][C:14]([O:17][CH3:18])=[CH:13][CH:12]=2)(=[O:10])=[O:9])[N:3]=1.CC1(C)C(C)(C)OB([C:27]2[CH:39]=[CH:38][C:30]3[N:31]=[C:32]([NH:34][C:35](=[O:37])[CH3:36])[S:33][C:29]=3[CH:28]=2)O1.C(=O)([O-])[O-].[Na+].[Na+]>O1CCOCC1.CS(C)=O.C1C=CC([P]([Pd]([P](C2C=CC=CC=2)(C2C=CC=CC=2)C2C=CC=CC=2)([P](C2C=CC=CC=2)(C2C=CC=CC=2)C2C=CC=CC=2)[P](C2C=CC=CC=2)(C2C=CC=CC=2)C2C=CC=CC=2)(C2C=CC=CC=2)C2C=CC=CC=2)=CC=1>[CH3:18][O:17][C:14]1[CH:15]=[CH:16][C:11]([S:8]([C:4]2[N:3]=[C:2]([C:27]3[CH:39]=[CH:38][C:30]4[N:31]=[C:32]([NH:34][C:35](=[O:37])[CH3:36])[S:33][C:29]=4[CH:28]=3)[CH:7]=[CH:6][CH:5]=2)(=[O:10])=[O:9])=[CH:12][CH:13]=1 |f:2.3.4,^1:60,62,81,100|. Procedure: 2-Chloro-6-(4-methoxyphenylsulfonyl)pyridine (0.300 g, 1.06 mmol) was dissolved in 1,4-dioxane (6 mL) and then N-(6-(4,4,5,5-tetramethyl-1,3,2-dioxaborolan-2-yl)benzo[d]thiazol-2-yl)acetamide (0.4 g, 1 mmol), tetrakis(triphenylphosphine)palladium (0) (0.2 g, 0.1 mmol) and 2M sodium carbonate (1 mL, 2 mmol) were added to it. The flask was fit with a reflux condensor and placed into a pre-heated (95° C.) bath. The mixture was allowed to stir under inert atmosphere overnight. The mixture was allowe... Reaction conditions: temperature 95 celsius, time 8 hour. Reagents/catalysts: C=1C=CC(=CC1)[P](C=2C=CC=CC2)(C=3C=CC=CC3)[Pd]([P](C=4C=CC=CC4)(C=5C=CC=CC5)C=6C=CC=CC6)([P](C=7C=CC=CC7)(C=8C=CC=CC8)C=9C=CC=CC9)[P](C=1C=CC=CC1)(C=1C=CC=CC1)C=1C=CC=CC1 (tetrakis(triphenylphosphine)palladium). Starting materials: C(C)(=O)NC1=CC=C(C=C1)S(=O)(=O)NC1=C(C=CC=C1)NC1=CC=CC=C1 (2-[(4-acetamidophenyl)sulfonylamino]phenyl aniline), BrC1=C(C=CC=C1)N=C=O (2-bromo phenyl isocyanate). The product is C(C)(=O)NC1=CC=C(C=C1)S(=O)(=O)NC1=C(C=CC=C1)NC(=O)NC1=C(C=CC=C1)Br (N-(2-[(4-acetamidophenylsulfonyl)amino]phenyl) N′-(2-bromo phenyl) urea). Isolated yield 23.8%. RXN SMILES: [C:1]([NH:4][C:5]1[CH:10]=[CH:9][C:8]([S:11]([NH:14][C:15]2[CH:20]=[CH:19][CH:18]=[CH:17][C:16]=2[NH:21]C2C=CC=CC=2)(=[O:13])=[O:12])=[CH:7][CH:6]=1)(=[O:3])[CH3:2].[Br:28][C:29]1[CH:34]=[CH:33][CH:32]=[CH:31][C:30]=1[N:35]=[C:36]=[O:37]>>[C:1]([NH:4][C:5]1[CH:6]=[CH:7][C:8]([S:11]([NH:14][C:15]2[CH:20]=[CH:19][CH:18]=[CH:17][C:16]=2[NH:21][C:36]([NH:35][C:30]2[CH:31]=[CH:32][CH:33]=[CH:34][C:29]=2[Br:28])=[O:37])(=[O:13])=[O:12])=[CH:9][CH:10]=1)(=[O:3])[CH3:2]. Procedure details: The urea was synthesized from 2-[(4-acetamidophenyl)sulfonylamino]phenyl aniline(1 mmol) and 2-bromo phenyl isocyanate(1 mmol) by general Method B. It was purified by dilution with methylene chloride and precipitation with hexane. Filtering afforded the desired compound(0.12 g, 24%). EI-MS m/z 501(M−H)−. Reactants: [H-].[Na+] (sodium hydride), C(CC(O)(C(=O)O)CC(=O)O)(=O)O (citric acid), C(C)(C)C1=C(C=CC=C1)S(=O)(=O)N (isopropylbenzenesulfonamide), ClC1=NC=NC(=C1)Cl (4,6-dichloropyrimidine). Run in CS(=O)C (dimethyl sulfoxide), O (water). Run at time 30 minute. The product is ClC1=CC(=NC=N1)NS(=O)(=O)C1=CC=C(C=C1)C(C)C (N-(6-Chloropyrimidin-4-yl)-4-isopropylbenzenesulfonamide). As a reaction SMILES: C([C:4]1[CH:9]=[CH:8][CH:7]=[CH:6][C:5]=1[S:10]([NH2:13])(=[O:12])=[O:11])(C)C.[H-].[Na+].[Cl:16][C:17]1[CH:22]=[C:21](Cl)[N:20]=[CH:19][N:18]=1.[C:24](O)(=O)[CH2:25][C:26](CC(O)=O)(C(O)=O)O>CS(C)=O.O>[Cl:16][C:17]1[N:18]=[CH:19][N:20]=[C:21]([NH:13][S:10]([C:5]2[CH:4]=[CH:9][C:8]([CH:25]([CH3:26])[CH3:24])=[CH:7][CH:6]=2)(=[O:11])=[O:12])[CH:22]=1 |f:1.2|. Reported procedure: 996 mg (5.0 mmol) of isopropylbenzenesulfonamide were dissolved in 20 ml of dimethyl sulfoxide, after which 288 mg (6.0 mmol) of 50% sodium hydride were added and the mixture was stirred at room temperature for 30 minutes. 819 mg (5.5 mmol) of 4,6-dichloropyrimidine were then added and the reaction mixture was stirred overnight at room temperature. Subsequently, the mixture was heated at 90° C. for 3 hours and, after that, stirred at 120° C., in a microwave oven, for 30 minutes. After the reacti... Product: Cl.C(C)N(CCCCC1CN(CCC1)C(=O)N1C2=C(NC(C3=C1C=CC=C3)=O)C=CC=N2)CC (11-[[3-[4-(Diethylamino)butyl]-1-piperidinyl]carbonyl]-5,11-dihydro-6H-pyrido[2,3-b][1,4]benzodiazepin-6-one-hydrochloride). Run in C(C)O (ethanol). Starting materials: ClC(=O)N1C2=C(NC(C3=C1C=CC=C3)=O)C=CC=N2 (11-(chlorocarbonyl)-5,11-dihydro-6H-pyrido[2,3-b][1,4]benzodiazepin-6-one), C(C)N(CCCCC1CNCCC1)CC (3-[4-(diethylamino)butyl]piperidine). Yield: 90.0%. As a reaction SMILES: [Cl:1][C:2]([N:4]1[C:10]2[CH:11]=[CH:12][CH:13]=[CH:14][C:9]=2[C:8](=[O:15])[NH:7][C:6]2[CH:16]=[CH:17][CH:18]=[N:19][C:5]1=2)=[O:3].[CH2:20]([N:22]([CH2:33][CH3:34])[CH2:23][CH2:24][CH2:25][CH2:26][CH:27]1[CH2:32][CH2:31][CH2:30][NH:29][CH2:28]1)[CH3:21]>C(O)C>[ClH:1].[CH2:33]([N:22]([CH2:20][CH3:21])[CH2:23][CH2:24][CH2:25][CH2:26][CH:27]1[CH2:32][CH2:31][CH2:30][N:29]([C:2]([N:4]2[C:10]3[CH:11]=[CH:12][CH:13]=[CH:14][C:9]=3[C:8](=[O:15])[NH:7][C:6]3[CH:16]=[CH:17][CH:18]=[N:19][C:5]2=3)=[O:3])[CH2:28]1)[CH3:34] |f:3.4|. Procedure details: Prepared analogously to Example 1 from 11-(chlorocarbonyl)-5,11-dihydro-6H-pyrido[2,3-b][1,4]benzodiazepin-6-one and 3-[4-(diethylamino)butyl]piperidine in a yield of 90% of theory. Colourless crystals, m.p. 182°-184° C. (ethanol). The reactants are C1=CC(=CC=C1O)C (p-cresol), resultant mixture, [Cl-].[Na+] (sodium chloride), C1(CCCO1)=O (γ-butyrolactone), [Cl-].[Al+3].[Cl-].[Cl-] (aluminium chloride), hydrochloric acid ice. Run in C1=CC=CC=C1 (benzene), C1=CC=CC=C1 (benzene). Yields the product CC1CC(C2=C(C=CC(=C12)C)O)=O (3,4-dimethyl-7-hydroxyindan-1-one). Reaction SMILES: [CH:1]1[C:6]([OH:7])=[CH:5][CH:4]=[C:3]([CH3:8])[CH:2]=1.[C:9]1(=O)[O:13][CH2:12][CH2:11][CH2:10]1.[Cl-].[Al+3].[Cl-].[Cl-].[Cl-].[Na+]>C1C=CC=CC=1>[CH3:9][CH:10]1[C:2]2[C:1](=[C:6]([OH:7])[CH:5]=[CH:4][C:3]=2[CH3:8])[C:12](=[O:13])[CH2:11]1 |f:2.3.4.5,6.7|. Procedure details: Likewise, a mixture of 21.6 g. (0.2 mol) of p-cresol and 17.2 g. (0.2 mol) of γ-butyrolactone is added into a mixture of 79.8 g. (0.6 mol) of anhydrous aluminium chloride and 15.0 g. (0.26 mol) of sodium chloride which mixture has been molten at 140°C, and the resultant mixture is heated at a temperature of 140°-200°C for about 3 minutes. After cooling, the reaction mixture is poured into a hydrochloric acid-ice and the resulting acidic solution is stirred with benzene. The benzene layer is take...